Dataset: the Open Reaction Database (ORD), a public repository of structured organic reaction records. Task: describe an organic reaction: reactants, conditions, products, and yield Starting materials: CC(C)=O, CC(=O)C1CCC2C3CCC4=CC(=O)C=CC4(C)C3C(O)CC12C. The product is CC(=O)C1CCC2C3CCC4=CC(=O)C=CC4(C)C3C(=O)CC12C. Reaction SMILES: [CH3:25][C:26](=[O:27])[CH3:28].[OH:1][CH:2]1[CH:3]2[C:4]3([CH3:24])[CH:5]=[CH:6][C:7](=[O:23])[CH:8]=[C:9]3[CH2:10][CH2:11][CH:12]2[CH:13]2[CH2:14][CH2:15][CH:16]([C:17]([CH3:18])=[O:19])[C:20]2([CH3:22])[CH2:21]1>>[O:1]=[C:2]1[CH:3]2[C:4]3([CH3:24])[CH:5]=[CH:6][C:7](=[O:23])[CH:8]=[C:9]3[CH2:10][CH2:11][CH:12]2[CH:13]2[CH2:14][CH2:15][CH:16]([C:17]([CH3:18])=[O:19])[C:20]2([CH3:22])[CH2:21]1. Starting materials: COc1ccc(CNc2nc(Cl)ncc2C(=O)c2ccccn2)cc1Cl, C1CCOC1, O, OCc1ccccn1. Product: COc1ccc(CNc2nc(OCc3ccccn3)ncc2C(=O)c2ccccn2)cc1Cl. As a reaction SMILES: [Cl:1][c:2]1[n:3][cH:4][c:5]([C:19](=[O:20])[c:21]2[n:22][cH:23][cH:24][cH:25][cH:26]2)[c:6]([NH:8][CH2:9][c:10]2[cH:11][c:12]([Cl:18])[c:13]([O:16][CH3:17])[cH:14][cH:15]2)[n:7]1.[O:35]1[CH2:36][CH2:37][CH2:38][CH2:39]1.[OH2:40].[n:27]1[c:28]([CH2:33][OH:34])[cH:29][cH:30][cH:31][cH:32]1>>[c:2]1([O:34][CH2:33][c:28]2[n:27][cH:32][cH:31][cH:30][cH:29]2)[n:3][cH:4][c:5]([C:19](=[O:20])[c:21]2[n:22][cH:23][cH:24][cH:25][cH:26]2)[c:6]([NH:8][CH2:9][c:10]2[cH:11][c:12]([Cl:18])[c:13]([O:16][CH3:17])[cH:14][cH:15]2)[n:7]1. Reactants: C(C)OC(C1=C(C(=CC=C1)OC1=CC=C(C=C1)F)CN(S(=O)(=O)C1=CC=C(C=C1)C)CC(=O)OC)=O (3-(4-fluoro-phenoxy)-2-{[methoxycarbonylmethyl-(toluene-4-sulfonyl)-amino]-methyl}-benzoic acid ethyl ester), C[O-].[Na+] (sodium methoxide). Solvent: CO (methanol), CO (methanol). Reaction conditions: temperature 0 celsius, time 10 minute. Product: COC(=O)C=1N=CC2=C(C=CC=C2C1O)OC1=CC=C(C=C1)F (8-(4-Fluoro-phenoxy)-4-hydroxy-isoquinoline-3-carboxylic acid methyl ester). Yield: 93.2%. Reaction SMILES: C([O:3][C:4](=O)[C:5]1[CH:10]=[CH:9][CH:8]=[C:7]([O:11][C:12]2[CH:17]=[CH:16][C:15]([F:18])=[CH:14][CH:13]=2)[C:6]=1[CH2:19][N:20]([CH2:31][C:32]([O:34][CH3:35])=[O:33])S(C1C=CC(C)=CC=1)(=O)=O)C.C[O-].[Na+]>CO>[CH3:35][O:34][C:32]([C:31]1[N:20]=[CH:19][C:6]2[C:5]([C:4]=1[OH:3])=[CH:10][CH:9]=[CH:8][C:7]=2[O:11][C:12]1[CH:17]=[CH:16][C:15]([F:18])=[CH:14][CH:13]=1)=[O:33] |f:1.2|. Procedure: To a stirred solution of 3-(4-fluoro-phenoxy)-2-{[methoxycarbonylmethyl-(toluene-4-sulfonyl)-amino]-methyl}-benzoic acid ethyl ester (2.66 g, 5.17 mmol) in anhydrous methanol (8 mL) was added dropwise a solution of sodium methoxide (30% wt, 2.8 mL) and methanol (2 mL) at 0° C. The mixture was stirred at 0° C. for 10 minutes and then 3 h at room temperature before it was concentrated in vacuo. Water was added and the pH of the slurry was adjusted with 1 N HCl to pH=10. The resulting precipitate w... Starting materials: C(C)(C)N(CC)C(C)C (diisopropylethylamine), C(=O)(OC(C)(C)C)N1C[C@H](OCC1)CC1=CC(=C(C=C1)O)Cl (N-BOC-(R)-2-(3-chloro-4-hydroxybenzyl)morpholine), intermediate ( a ), C([O-])([O-])=O.[K+].[K+] (potassium carbonate), BrCC=1CN(OC1)C (4-bromomethyl-2-methylisoxazole), C([O-])([O-])=O (carbonate), C1(=CC=CC=C1)S (thiophenol). Run in CC(=O)C (acetone). Reaction conditions: temperature 55 celsius, time 16 hour. The product is ClC=1C=C(C[C@@H]2CNCCO2)C=CC1OCC=1CN(OC1)C ((R)-2-(3-chloro-4-(2-methylisoxazol-4-ylmethoxy)benzyl)morpholine), example 20. RXN SMILES: C([N:8]1[CH2:13][CH2:12][O:11][C@H:10]([CH2:14][C:15]2[CH:20]=[CH:19][C:18]([OH:21])=[C:17]([Cl:22])[CH:16]=2)[CH2:9]1)(OC(C)(C)C)=O.C(=O)([O-])[O-].[K+].[K+].Br[CH2:30][C:31]1[CH2:32][N:33]([CH3:36])[O:34][CH:35]=1.C1(S)C=CC=CC=1.C(=O)([O-])[O-].C(N(C(C)C)CC)(C)C>CC(C)=O>[Cl:22][C:17]1[CH:16]=[C:15]([CH:20]=[CH:19][C:18]=1[O:21][CH2:30][C:31]1[CH2:32][N:33]([CH3:36])[O:34][CH:35]=1)[CH2:14][C@H:10]1[O:11][CH2:12][CH2:13][NH:8][CH2:9]1 |f:1.2.3|. Procedure details: N-BOC-(R)-2-(3-chloro-4-hydroxybenzyl)morpholine, example 7, intermediate (a) (52 mg, 0.16 mmol), was dissolved in acetone (1.5 mL) with potassium carbonate (44 mg, 0.32 mmol) and 4-bromomethyl-2-methylisoxazole (55 uL, 0.47 mmol) added in one portion. The reaction was then heated to 55° C. and shaken at that temperature for 16 hrs. The reaction mixture was filtered, washing with acetone (1 mL×2) and the liquor evaporated under a high flow of nitrogen. The residue was dissolved in tetrahydrofura... Starting materials: COc1ccc(OC(=O)N(C)C)cc1 (substrate), Cn2cnc1ccccc12 (effective_coupling_partner). The reagents and catalysts are dcype. Run at temperature 110 celsius, time 12 hour. Yields the product COc3ccc(c2nc1ccccc1n2C)cc3. Starting materials: BrC(Br)(Br)Br, O=C([O-])O, ClCCl, [Na+], Cc1ccc(S(=O)(=O)N2CCCC(CO)c3ccccc32)cc1, c1ccc(P(c2ccccc2)c2ccccc2)cc1. Yields the product Cc1ccc(S(=O)(=O)N2CCCC(CBr)c3ccccc32)cc1. RXN SMILES: [C:43]([Br:44])([Br:45])([Br:46])[Br:47].[C:48](=[O:49])([O-:50])[OH:51].[Cl:53][CH2:54][Cl:55].[Na+:52].[OH:1][CH2:2][CH:3]1[CH2:4][CH2:5][CH2:6][N:7]([S:14](=[O:15])(=[O:16])[c:17]2[cH:18][cH:19][c:20]([CH3:23])[cH:21][cH:22]2)[c:8]2[c:9]1[cH:10][cH:11][cH:12][cH:13]2.[c:24]1([P:25]([c:26]2[cH:27][cH:28][cH:29][cH:30][cH:31]2)[c:32]2[cH:33][cH:34][cH:35][cH:36][cH:37]2)[cH:38][cH:39][cH:40][cH:41][cH:42]1>>[CH2:2]([CH:3]1[CH2:4][CH2:5][CH2:6][N:7]([S:14](=[O:15])(=[O:16])[c:17]2[cH:18][cH:19][c:20]([CH3:23])[cH:21][cH:22]2)[c:8]2[c:9]1[cH:10][cH:11][cH:12][cH:13]2)[Br:44]. The reactants are solution, CC1=C(C=C(S1)C(=O)OC)[N+](=O)[O-] (methyl 5-methyl-4-nitrothiophene-2-carboxylate), COOC(N(C)C)OOC (N,N-dimethylformamide dimethoxy acetal). The solvent is CN(C)C=O (DMF). The product is CN(/C=C/C1=C(C=C(S1)C(=O)OC)[N+](=O)[O-])C (Methyl 5-[(E)-2-(dimethylamino)ethenyl]-4-nitrothiophene-2-carboxylate). As a reaction SMILES: [CH3:1][C:2]1[S:6][C:5]([C:7]([O:9][CH3:10])=[O:8])=[CH:4][C:3]=1[N+:11]([O-:13])=[O:12].COO[CH:17](OOC)[N:18]([CH3:20])[CH3:19]>CN(C=O)C>[CH3:17][N:18]([CH3:20])/[CH:19]=[CH:1]/[C:2]1[S:6][C:5]([C:7]([O:9][CH3:10])=[O:8])=[CH:4][C:3]=1[N+:11]([O-:13])=[O:12]. Procedure: A 0.3M solution of methyl 5-methyl-4-nitrothiophene-2-carboxylate in dry DMF was treated with N,N-dimethylformamide dimethoxy acetal (10 eq.) overnight at 110° C. Evaporation to dryness gave a residue that was used as such. 1H-NMR (300 MHz, CDCl3, 300 K, δ) 8.32 (s, 1H), 7.53 (d, 1H, J 13.4), 6.77 (d, 1H, J 13.4), 4.08 (s, 3H), 3.29 (s, 6H); MS (ES+) m/z 257 (M+H)+. Reactants: OCCN(C1=CC(=C(C#N)C=C1)C(F)(F)F)CC(F)(F)F (4-[(2-hydroxyethyl)(2,2,2-trifluoroethyl)amino]-2-(trifluoromethyl)benzonitrile), OC1=CC=C(C(=O)OC)C=C1 (methyl 4-hydroxybenzoate). Product: C(#N)C1=C(C=C(C=C1)N(CCOC1=CC=C(C(=O)OC)C=C1)CC(F)(F)F)C(F)(F)F (Methyl 4-({2-[[4-cyano-3-(trifluoromethyl)phenyl](2,2,2-trifluoroethyl)amino]ethyl}oxy)benzoate). As a reaction SMILES: [OH:1][CH2:2][CH2:3][N:4]([CH2:17][C:18]([F:21])([F:20])[F:19])[C:5]1[CH:12]=[CH:11][C:8]([C:9]#[N:10])=[C:7]([C:13]([F:16])([F:15])[F:14])[CH:6]=1.O[C:23]1[CH:32]=[CH:31][C:26]([C:27]([O:29][CH3:30])=[O:28])=[CH:25][CH:24]=1>>[C:9]([C:8]1[CH:11]=[CH:12][C:5]([N:4]([CH2:17][C:18]([F:19])([F:20])[F:21])[CH2:3][CH2:2][O:1][C:23]2[CH:32]=[CH:31][C:26]([C:27]([O:29][CH3:30])=[O:28])=[CH:25][CH:24]=2)=[CH:6][C:7]=1[C:13]([F:15])([F:16])[F:14])#[N:10]. Procedure details: Synthesized as described in Example 1C from 4-[(2-hydroxyethyl)(2,2,2-trifluoroethyl)amino]-2-(trifluoromethyl)benzonitrile and methyl 4-hydroxybenzoate: MS (APCI) m/z 446 (M+). Reactants: CC(=O)OI1(C=2C=CC=CC2C(=O)O1)(OC(=O)C)OC(=O)C (Dess-Martin periodinane), BrC=1C=C(C=C(C1)C(F)(F)F)CO ([3-bromo-5-(trifluoromethyl)phenyl]methanol), [OH-].[Na+] (NaOH). Run in C(Cl)Cl (CH2Cl2). Reaction conditions: temperature 0 celsius, time 30 minute. Yields the product BrC=1C=C(C=O)C=C(C1)C(F)(F)F (3-bromo-5-(trifluoromethyl)benzaldehyde). RXN SMILES: [Br:1][C:2]1[CH:3]=[C:4]([CH2:12][OH:13])[CH:5]=[C:6]([C:8]([F:11])([F:10])[F:9])[CH:7]=1.CC(OI1(OC(C)=O)(OC(C)=O)OC(=O)C2C=CC=CC1=2)=O.[OH-].[Na+]>C(Cl)Cl>[Br:1][C:2]1[CH:3]=[C:4]([CH:5]=[C:6]([C:8]([F:9])([F:10])[F:11])[CH:7]=1)[CH:12]=[O:13] |f:2.3|. Procedure: A solution of [3-bromo-5-(trifluoromethyl)phenyl]methanol (409 mg, 1.61 mmol) in CH2Cl2 (25 mL) was cooled to 0° C. and then Dess-Martin periodinane (1.02 g, 2.41 mmol) was added. The reaction was stirred at 0° C. for 30 minutes and then warmed to room temperature. After stirring at room temperature for thirty minutes, the reaction was poured into 1N NaOH (25 mL). The mixture was extracted with EtOAc (100 mL), and the organic extracts were washed with 1N NaOH (25 mL), then brine (25 mL), dried o...